From a dataset of the Open Reaction Database (ORD), a public repository of structured organic reaction records. describe an organic reaction: reactants, conditions, products, and yield Reactants: CCO, Clc1cc(Cl)ncn1, CS(=O)(=O)c1cc(F)c2c(c1)CCN2. The product is CS(=O)(=O)c1cc(F)c2c(c1)CCN2c1cc(Cl)ncn1. RXN SMILES: [CH3:23][CH2:24][OH:25].[Cl:15][c:16]1[n:17][cH:18][n:19][c:20]([Cl:22])[cH:21]1.[F:1][c:2]1[cH:3][c:4]([S:11](=[O:12])(=[O:13])[CH3:14])[cH:5][c:6]2[c:10]1[NH:9][CH2:8][CH2:7]2>>[F:1][c:2]1[cH:3][c:4]([S:11](=[O:12])(=[O:13])[CH3:14])[cH:5][c:6]2[c:10]1[N:9]([c:20]1[n:19][cH:18][n:17][c:16]([Cl:15])[cH:21]1)[CH2:8][CH2:7]2. Yields the product O=C(O)C1Cc2nnc(-c3cccc(C(F)(F)F)c3)cc2C(O)C1. As a reaction SMILES: [ClH:27].[O:28]1[CH2:29][CH2:30][O:31][CH2:32][CH2:33]1.[OH:1][CH:2]1[c:3]2[cH:4][c:5](-[c:17]3[cH:18][c:19]([C:23]([F:24])([F:25])[F:26])[cH:20][cH:21][cH:22]3)[n:6][n:7][c:8]2[CH2:9][CH:10]([C:12](=[O:13])[O:14][CH2:15][CH3:16])[CH2:11]1>>[OH:1][CH:2]1[c:3]2[cH:4][c:5](-[c:17]3[cH:18][c:19]([C:23]([F:24])([F:25])[F:26])[cH:20][cH:21][cH:22]3)[n:6][n:7][c:8]2[CH2:9][CH:10]([C:12](=[O:13])[OH:14])[CH2:11]1. Reactants: Cl, C1COCCO1, CCOC(=O)C1Cc2nnc(-c3cccc(C(F)(F)F)c3)cc2C(O)C1.